From a dataset of the Open Reaction Database (ORD), a public repository of structured organic reaction records. describe an organic reaction: reactants, conditions, products, and yield Run in CO (methanol). Yield: 44.4%. The reactants are [BH4-].[Na+] (sodium borohydride), ClC1=CC=C(C=C1)C=1N=C2N(C=C(C=C2)C=2C(=C(C=O)C(=CC2)F)F)C1 (3-[2-(4-chlorophenyl)imidazo[1,2-a]pyridin-6-yl]-2,6-difluorobenzaldehyde). Reported procedure: 154 mg of sodium borohydride are added portionwise to 150 mg of 3-[2-(4-chlorophenyl)imidazo[1,2-a]pyridin-6-yl]-2,6-difluorobenzaldehyde dissolved in 20 ml of methanol. The mixture is subsequently stirred at ambient temperature for 3 hours and then the solvent is evaporated under reduced pressure. The residue is taken up between water and dichloromethane and then the organic phase is separated, dried over sodium sulphate and evaporated under reduced pressure. The residue is triturated from pent... Product: ClC1=CC=C(C=C1)C=1N=C2N(C=C(C=C2)C=2C(=C(C(=CC2)F)CO)F)C1 ({3-[2-(4-Chlorophenyl)imidazo[1,2-a]pyridin-6-yl]-2,6-difluorophenyl}-methanol). Run at time 3 hour. RXN SMILES: [BH4-].[Na+].[Cl:3][C:4]1[CH:9]=[CH:8][C:7]([C:10]2[N:11]=[C:12]3[CH:17]=[CH:16][C:15]([C:18]4[C:19]([F:27])=[C:20]([C:23]([F:26])=[CH:24][CH:25]=4)[CH:21]=[O:22])=[CH:14][N:13]3[CH:28]=2)=[CH:6][CH:5]=1>CO>[Cl:3][C:4]1[CH:5]=[CH:6][C:7]([C:10]2[N:11]=[C:12]3[CH:17]=[CH:16][C:15]([C:18]4[C:19]([F:27])=[C:20]([CH2:21][OH:22])[C:23]([F:26])=[CH:24][CH:25]=4)=[CH:14][N:13]3[CH:28]=2)=[CH:8][CH:9]=1 |f:0.1|.